Dataset: the Open Reaction Database (ORD), a public repository of structured organic reaction records. Task: describe an organic reaction: reactants, conditions, products, and yield The reactants are CNC (dimethylamine), [K+].[Br-] (KBr), CC1=CC(C2=C(N3C(=N2)CCC3)C1=O)=O (7-Methyl-2,3-dihydro-1H-pyrrolo[1,2-a] benzimidazole-5,8-dione), CCCCCC (hexane). The solvent is C(Cl)(Cl)Cl.CO (chloroform methanol), CN(C)C=O (DMF), C(Cl)(Cl)Cl (chloroform). Run at time 30 minute. Yields the product CN(C=1C(C2=C(N3C(=N2)CCC3)C(C1C)=O)=O)C (6-(Dimethylamino)-7-methyl-2,3-dihydro-1H-pyrrolo [1,2-a]benzimidazole-5,8-dione). RXN SMILES: [CH3:1][C:2]1[C:13](=[O:14])[C:6]2[N:7]3[CH2:12][CH2:11][CH2:10][C:8]3=[N:9][C:5]=2[C:4](=[O:15])[CH:3]=1.[CH3:16][NH:17][CH3:18].CCCCCC.[K+].[Br-]>CN(C=O)C.C(Cl)(Cl)Cl.C(Cl)(Cl)Cl.CO>[CH3:16][N:17]([CH3:18])[C:3]1[C:4](=[O:15])[C:5]2[N:9]=[C:8]3[CH2:10][CH2:11][CH2:12][N:7]3[C:6]=2[C:13](=[O:14])[C:2]=1[CH3:1] |f:3.4,7.8|. Procedure: To a solution of 50 mg (0.24 mmol) of 26 in 3 mL of dry DMF, chilled to 0° C., was added an excess of methanolic dimethylamine. After the addition, the reaction mixture was stirred at room temperature for about 30 min and then the solvent was evaporated in vacuo. The residue was chromatographed on silica gel employing chloroform as the eluant. The blue-colored 27 was obtained in 42 mg (71%) yield. An analytical sample was prepared by dissolving the residue in a small amount of chloroform, adding... Solvent: CO (methanol). Reagents/catalysts: [C].[Pd] (palladium-carbon). Procedure details: In 150 ml of methanol was dissolved 782 mg of Nα -[(S)-2-azetidinone-4-carbonyl]-L-histidyl-L-proline benzyl ester (12) and the compound (12) was hydrogenated for 2 hours at room temperature using 156 mg of 10% palladium-carbon as a catalyst. When the catalyst was filtered off and the filtrate was concentrated, 620 mg of Nα -[(S)-2-azetidinone-4-carbonyl]-L-histidyl-L-proline (13) was obtained. Starting materials: C(C1=CC=CC=C1)OC([C@H]1N(CCC1)C([C@@H](NC(=O)[C@@H]1CC(N1)=O)CC1=CNC=N1)=O)=O (Nα -[(S)-2-azetidinone-4-carbonyl]-L-histidyl-L-proline benzyl ester), C(C1=CC=CC=C1)OC([C@H]1N(CCC1)C([C@@H](NC(=O)[C@@H]1CC(N1)=O)CC1=CNC=N1)=O)=O (Nα -[(S)-2-azetidinone-4-carbonyl]-L-histidyl-L-proline benzyl ester). As a reaction SMILES: C([O:8][C:9](=[O:32])[C@@H:10]1[CH2:14][CH2:13][CH2:12][N:11]1[C:15](=[O:31])[C@H:16]([CH2:25][C:26]1[N:30]=[CH:29][NH:28][CH:27]=1)[NH:17][C:18]([C@H:20]1[NH:23][C:22](=[O:24])[CH2:21]1)=[O:19])C1C=CC=CC=1>CO.[C].[Pd]>[NH:23]1[C@H:20]([C:18]([NH:17][C@H:16]([C:15]([N:11]2[CH2:12][CH2:13][CH2:14][C@H:10]2[C:9]([OH:32])=[O:8])=[O:31])[CH2:25][C:26]2[N:30]=[CH:29][NH:28][CH:27]=2)=[O:19])[CH2:21][C:22]1=[O:24] |f:2.3|. The yield is 99.7%. The product is N1C(C[C@H]1C(=O)N[C@@H](CC1=CNC=N1)C(=O)N1[C@H](C(=O)O)CCC1)=O (Nα -[(S)-2-azetidinone-4-carbonyl]-L-histidyl-L-proline). Reactants: ( 3 ), FC1=CC=C(C=N1)C1=CC=C(OCCN2CCOCC2)C=C1 (4-(2-(4-(6-fluoropyridin-3-yl)phenoxy)ethyl)morpholine), C(C)#N (acetonitrile). Yields the product O1CCN(CC1)CCOC1=CC=C(C=C1)C=1C=CC(=NC1)CC#N (2-(5-(4-(2-morpholinoethoxy)phenyl)pyridin-2-yl)acetonitrile). Reaction SMILES: F[C:2]1[N:7]=[CH:6][C:5]([C:8]2[CH:22]=[CH:21][C:11]([O:12][CH2:13][CH2:14][N:15]3[CH2:20][CH2:19][O:18][CH2:17][CH2:16]3)=[CH:10][CH:9]=2)=[CH:4][CH:3]=1.[C:23](#[N:25])[CH3:24]>>[O:18]1[CH2:19][CH2:20][N:15]([CH2:14][CH2:13][O:12][C:11]2[CH:21]=[CH:22][C:8]([C:5]3[CH:4]=[CH:3][C:2]([CH2:24][C:23]#[N:25])=[N:7][CH:6]=3)=[CH:9][CH:10]=2)[CH2:16][CH2:17]1. Reported procedure: In another aspect the invention relates to a process for preparing 2-(5-(4-(2-morpholinoethoxy)phenyl)pyridin-2-yl)-N-benzylacetamide mesylate comprising the steps of: (1) reacting 4-(2-chloroethyl)morpholine with 4-bromophenol to yield 4-(2-(4-bromophenoxy)ethyl)morpholine; (2) coupling 4-(2-(4-bromophenoxy)ethyl)morpholine with 6-fluoropyridin-3-yl-3-boronic acid to yield 4-(2-(4-(6-fluoropyridin-3-yl)phenoxy)ethyl)morpholine; (3) reacting 4-(2-(4-(6-fluoropyridin-3-yl)phenoxy)ethyl)morpholine... Reactants: OC[C@H](CC(C)C)NC(OC(C)(C)C)=O ((S)-tert-butyl (1-hydroxy-4-methylpentan-2-yl)carbamate), CC(=O)OI1(C=2C=CC=CC2C(=O)O1)(OC(=O)C)OC(=O)C (Dess-Martin Periodinane). Run in C(Cl)Cl (DCM). Run at time 16 hour. Yields the product CC(C[C@@H](C=O)NC(OC(C)(C)C)=O)C ((S)-tert-butyl (4-methyl-1-oxopentan-2-yl)carbamate). As a reaction SMILES: [OH:1][CH2:2][C@@H:3]([NH:8][C:9](=[O:15])[O:10][C:11]([CH3:14])([CH3:13])[CH3:12])[CH2:4][CH:5]([CH3:7])[CH3:6].CC(OI1(OC(C)=O)(OC(C)=O)OC(=O)C2C=CC=CC1=2)=O>C(Cl)Cl>[CH3:6][CH:5]([CH3:7])[CH2:4][C@H:3]([NH:8][C:9](=[O:15])[O:10][C:11]([CH3:14])([CH3:13])[CH3:12])[CH:2]=[O:1]. Procedure: To a solution of (S)-tert-butyl (1-hydroxy-4-methylpentan-2-yl)carbamate (2 g, 9.20 mmol) in DCM (30 mL) was added Dess-Martin Periodinane (5.86 g, 13.81 mmol) at 0° C. The reaction mixture was allowed to stir at RT for 16 h. The reaction mixture was quenched with NaHCO3, diluted with water and extracted in ethyl acetate. Organic layer was dried over Na2SO4 and concentrated which afforded (S)-tert-butyl (4-methyl-1-oxopentan-2-yl)carbamate as colorless oil (1.4 g, 6.50 mmol, 71% crude yield). Th... The reactants are C[Si](C)(C)[N-][Si](C)(C)C.[Li+] (lithium bis(trimethylsilyl)amide), Cl (HCl), NC1=C(C=C(C=C1)N1C(C=CC=C1)=O)F (1-(4-amino-3-fluoro-phenyl)-1H-pyridin-2-one), C(C)OC(=O)C1C2COC(C12)=O ((1SR,5SR,6SR) 2-oxo-3-oxa-bicyclo[3.1.0]hexane-6-carboxylic acid ethyl ester). Run in C1CCOC1 (THF), C1CCOC1 (THF), 5m, C1CCOC1 (THF). Reaction conditions: time 30 minute. Product: C(C)OC(=O)C1C(C1CO)C(NC1=C(C=C(C=C1)N1C(C=CC=C1)=O)F)=O ((1SR,2SR,3RS) 2-[2-fluoro-4-(2-oxo-2H-pyridin-1-yl)-phenylcarbamoyl]-3-hydroxymethyl-cyclopropanecarboxylic acid ethyl ester). Yield: 58.0%. RXN SMILES: [NH2:1][C:2]1[CH:7]=[CH:6][C:5]([N:8]2[CH:13]=[CH:12][CH:11]=[CH:10][C:9]2=[O:14])=[CH:4][C:3]=1[F:15].C[Si]([N-][Si](C)(C)C)(C)C.[Li+].[CH2:26]([O:28][C:29]([CH:31]1[CH:36]2[CH:32]1[CH2:33][O:34][C:35]2=[O:37])=[O:30])[CH3:27].Cl>C1COCC1>[CH2:26]([O:28][C:29]([CH:31]1[CH:36]([CH2:35][OH:37])[CH:32]1[C:33](=[O:34])[NH:1][C:2]1[CH:7]=[CH:6][C:5]([N:8]2[CH:13]=[CH:12][CH:11]=[CH:10][C:9]2=[O:14])=[CH:4][C:3]=1[F:15])=[O:30])[CH3:27] |f:1.2|. Reported procedure: A solution of 600 mg (2.9 mmol) of 1-(4-amino-3-fluoro-phenyl)-1H-pyridin-2-one (prepared according to C. F. Bigge et al., patent application WO 2003045912) in 10 ml of THF was cooled to −78° C. and treated dropwise with 3.2 ml of a 1M lithium bis(trimethylsilyl)amide-solution in THF and stirred for 30 min. To this solution 500 mg (3.2 mmol) of (1SR,5SR,6SR) 2-oxo-3-oxa-bicyclo[3.1.0]hexane-6-carboxylic acid ethyl ester dissolved in 5m of THF were added portionwise. The mixture was allowed to re... Starting materials: C1CCC2=NCCCN2CC1 (DBU), S(=O)(=O)(C)Cl (mesyl chloride), C(CCC)C1(C=CC(C1C(CCC)O)=O)O[Si](C)(C)C (4-butyl-5-(1-hydroxybutyl)-4-trimethylsilyloxy-2-cyclopentenone). Solvent: C1=CC=CC=C1 (benzene), O (Water), O (water), C1=CC=CC=C1 (benzene), N1=CC=CC=C1 (pyridine), C(C)(=O)OCC (ethyl acetate), CCCCCC (hexane). Conditions: time 8 hour. The product is C(CCC)C\1(C=CC(/C1=C/CCC)=O)O[Si](C)(C)C (4-butyl-5-[(E)-butylidene]-4-trimethylsilyloxy-2-cyclopentenone). Isolated yield 49.4%. Reaction SMILES: [CH2:1]([C:5]1([O:16][Si:17]([CH3:20])([CH3:19])[CH3:18])[CH:9]([CH:10](O)[CH2:11][CH2:12][CH3:13])[C:8](=[O:15])[CH:7]=[CH:6]1)[CH2:2][CH2:3][CH3:4].S(Cl)(C)(=O)=O.C1CCN2C(=NCCC2)CC1>N1C=CC=CC=1.C(OCC)(=O)C.CCCCCC.C1C=CC=CC=1.O>[CH2:1]([C:5]1([O:16][Si:17]([CH3:19])([CH3:20])[CH3:18])[CH:6]=[CH:7][C:8](=[O:15])/[C:9]/1=[CH:10]/[CH2:11][CH2:12][CH3:13])[CH2:2][CH2:3][CH3:4]. Reported procedure: 40 mg (0.13 mmole) of 4-butyl-5-(1-hydroxybutyl)-4-trimethylsilyloxy-2-cyclopentenone was dissolved in 2 ml of pyridine, and at room temperature, 0.1 ml (1.3 mmoles) of mesyl chloride was added. The mixture was stirred for 8 hours. After the reaction, water was added, and the mixture was extracted with methylene chloride. The extract was dried, and concentrated, and 2 ml of benzene and 0.2 ml (1.3 mmoles) of DBU were added. The mixture was stirred at room temperature for 2 hours. Water was added... Reactants: C1CCOC1, CCOC(=O)c1cnc(Cl)nc1Cc1ccccc1, NN. Product: CCOC(=O)c1cnc(NN)nc1Cc1ccccc1. Reaction SMILES: [CH2:22]1[O:23][CH2:24][CH2:25][CH2:26]1.[Cl:1][c:2]1[n:3][cH:4][c:5]([C:15](=[O:16])[O:17][CH2:18][CH3:19])[c:6]([CH2:8][c:9]2[cH:10][cH:11][cH:12][cH:13][cH:14]2)[n:7]1.[NH2:20][NH2:21]>>[c:2]1([NH:20][NH2:21])[n:3][cH:4][c:5]([C:15](=[O:16])[O:17][CH2:18][CH3:19])[c:6]([CH2:8][c:9]2[cH:10][cH:11][cH:12][cH:13][cH:14]2)[n:7]1. Yields the product Clc1ccc2c(c1)OCCN2. Reaction SMILES: [CH2:13]1[O:14][CH2:15][CH2:16][CH2:17]1.[Cl:1][c:2]1[cH:3][c:4]2[c:5]([cH:11][cH:12]1)[NH:6][C:7](=[O:10])[CH2:8][O:9]2>>[Cl:1][c:2]1[cH:3][c:4]2[c:5]([cH:11][cH:12]1)[NH:6][CH2:7][CH2:8][O:9]2. Starting materials: C1CCOC1, O=C1COc2cc(Cl)ccc2N1.